Dataset: the Open Reaction Database (ORD), a public repository of structured organic reaction records. Task: describe an organic reaction: reactants, conditions, products, and yield Reactants: ClC=1C=C2C(C(=O)OC2=O)=CC1 (4-chlorophthalic anhydride), C(=O)N (formamide), O (water). Reaction conditions: temperature 20 celsius, time 3 hour. The product is ClC=1C=C2C(C(=O)NC2=O)=CC1 (4-chlorophthalimide). The yield is 104.6%. Reaction SMILES: [Cl:1][C:2]1[CH:3]=[C:4]2[C:9](=O)[O:8][C:6](=[O:7])[C:5]2=[CH:11][CH:12]=1.O.C([NH2:16])=O>>[Cl:1][C:2]1[CH:3]=[C:4]2[C:9](=[O:8])[NH:16][C:6](=[O:7])[C:5]2=[CH:11][CH:12]=1. Procedure: A solution of 10.0 g of 4-chlorophthalic anhydride in 24.6 g of formamide is heated at a temperature in the region of 120° C. with stirring for 3 hours and is then cooled to a temperature in the region of 20° C. and poured into 100 cm3 of water. After stirring for 30 minutes, the mixture is filtered and the precipitate is then dried under vacuum at a temperature in the region of 60° C. 10.4 g of 4-chlorophthalimide are thus obtained in the form of a solid melting at 171° C. Rf=0.07 (thin layer c... The reactants are c1ccc2c(c1)CCN2, CS(C)=O, N#Cc1cccc(F)c1, [H-], [Na+]. The product is N#Cc1cccc(N2CCc3ccccc32)c1. As a reaction SMILES: [CH2:3]1[CH2:4][c:5]2[cH:6][cH:7][cH:8][cH:9][c:10]2[NH:11]1.[CH3:21][S:22]([CH3:23])=[O:24].[F:12][c:13]1[cH:14][c:15]([C:16]#[N:17])[cH:18][cH:19][cH:20]1.[H-:2].[Na+:1]>>[CH2:3]1[CH2:4][c:5]2[cH:6][cH:7][cH:8][cH:9][c:10]2[N:11]1[c:13]1[cH:14][c:15]([C:16]#[N:17])[cH:18][cH:19][cH:20]1.